Dataset: the Open Reaction Database (ORD), a public repository of structured organic reaction records. Task: describe an organic reaction: reactants, conditions, products, and yield Product: C(C)(C)(C)OC(=O)N1CC2C(C2C1)N1C(NC(C1=O)(CC1=CC=NC=C1)CC=C)=S (6-(4-Allyl-5-oxo-4-pyridin-4-ylmethyl-2-thioxo-imidazolidin-1-yl)-3-aza-bicyclo[3.1.0]hexane-3-carboxylic acid tert-butyl ester). Procedure details: Using the same procedure as described in Example 2B, 3-(tert-butoxylcarbonyl)-6-isothiocyanato-3-aza-bicyclo[3.1.0]hexane (23.4 mmol, prepared in 1A) and 2-amino-2-allyl-3-pyridin-4-yl-propionic acid methyl ester (11.6 mmol) were reacted to afford the title compound of 30A (4.37 g, 10.2 mmol, 88% yield). RXN SMILES: [O:1]([C:6]([N:8]1[CH2:13][CH:12]2[CH:10]([CH:11]2[N:14]=[C:15]=[S:16])[CH2:9]1)=[O:7])[C:2]([CH3:5])([CH3:4])[CH3:3].C[O:18][C:19](=O)[C:20]([NH2:31])([CH2:28][CH:29]=[CH2:30])[CH2:21][C:22]1[CH:27]=[CH:26][N:25]=[CH:24][CH:23]=1>>[C:2]([O:1][C:6]([N:8]1[CH2:13][CH:12]2[CH:10]([CH:11]2[N:14]2[C:19](=[O:18])[C:20]([CH2:28][CH:29]=[CH2:30])([CH2:21][C:22]3[CH:23]=[CH:24][N:25]=[CH:26][CH:27]=3)[NH:31][C:15]2=[S:16])[CH2:9]1)=[O:7])([CH3:3])([CH3:4])[CH3:5]. Starting materials: O(C(C)(C)C)C(=O)N1CC2C(C2C1)N=C=S (3-(tert-butoxylcarbonyl)-6-isothiocyanato-3-aza-bicyclo[3.1.0]hexane), COC(C(CC1=CC=NC=C1)(CC=C)N)=O (2-amino-2-allyl-3-pyridin-4-yl-propionic acid methyl ester). Yield: 87.9%. Reactants: O=C(n1ccnc1)n1ccnc1, C1CCOC1, CN(C)CCCN, O=C(O)c1ccc(-c2nnc(COCCCc3ccccc3)o2)cc1. Yields the product CN(C)CCCNC(=O)c1ccc(-c2nnc(COCCCc3ccccc3)o2)cc1. RXN SMILES: [C:26]([n:27]1[cH:28][cH:29][n:30][cH:31]1)([n:32]1[cH:33][cH:34][n:35][cH:36]1)=[O:37].[CH2:45]1[O:46][CH2:47][CH2:48][CH2:49]1.[CH3:38][N:39]([CH2:40][CH2:41][CH2:42][NH2:43])[CH3:44].[c:1]1([CH2:7][CH2:8][CH2:9][O:10][CH2:11][c:12]2[n:13][n:14][c:15](-[c:17]3[cH:18][cH:19][c:20]([C:21](=[O:22])[OH:23])[cH:24][cH:25]3)[o:16]2)[cH:2][cH:3][cH:4][cH:5][cH:6]1>>[c:1]1([CH2:7][CH2:8][CH2:9][O:10][CH2:11][c:12]2[n:13][n:14][c:15](-[c:17]3[cH:18][cH:19][c:20]([C:21](=[O:23])[NH:43][CH2:42][CH2:41][CH2:40][N:39]([CH3:38])[CH3:44])[cH:24][cH:25]3)[o:16]2)[cH:2][cH:3][cH:4][cH:5][cH:6]1. The reactants are C(C)(=O)C1=NC=C(C=C1)N (2-Acetyl-5-aminopyridine), Heterocyclic, solution, C(C#C)Br (propargyl bromide), C([O-])([O-])=O.[K+].[K+] (potassium carbonate). Solvent: CC(=O)C (acetone), C1(=CC=CC=C1)C (toluene). Product: C(C#C)NC=1C=CC(=NC1)C(C)=O (1-[5-(2-Propynylamino)-2-pyridinyl]ethanone). Reaction SMILES: [C:1]([C:4]1[CH:9]=[CH:8][C:7]([NH2:10])=[CH:6][N:5]=1)(=[O:3])[CH3:2].[CH2:11](Br)[C:12]#[CH:13].C(=O)([O-])[O-].[K+].[K+]>CC(C)=O.C1(C)C=CC=CC=1>[CH2:13]([NH:10][C:7]1[CH:8]=[CH:9][C:4]([C:1](=[O:3])[CH3:2])=[N:5][CH:6]=1)[C:12]#[CH:11] |f:2.3.4|. Procedure: 2-Acetyl-5-aminopyridine, (Journal of Heterocyclic Chemistry, Vol. 10, pp. 1047-1049 (1973)), 25 g (0.161 mol), is dissolved in 600 ml of dry acetone. To this solution is added an 80% solution of propargyl bromide in toluene, 32 ml, and finely powdered potassium carbonate, 27 g. The solution is heated under reflux for thirty-six hours and then allowed to cool to room temperature. The reaction mixture is concentrated in vacuo and the residue is partitioned between dichloromethane and water. The o...